Dataset: the Open Reaction Database (ORD), a public repository of structured organic reaction records. Task: describe an organic reaction: reactants, conditions, products, and yield Reactants: Cc1ccccc1, [Cl-], ClCc1ccccc1, Nc1cn[n+](-c2ccccc2)c(S)c1. Product: [Cl-], Nc1cn[n+](-c2ccccc2)c(SCc2ccccc2)c1. Reaction SMILES: [CH3:24][c:25]1[cH:26][cH:27][cH:28][cH:29][cH:30]1.[Cl-:1].[Cl:16][CH2:17][c:18]1[cH:19][cH:20][cH:21][cH:22][cH:23]1.[c:2]1(-[n+:8]2[n:9][cH:10][c:11]([NH2:15])[cH:12][c:13]2[SH:14])[cH:3][cH:4][cH:5][cH:6][cH:7]1>>[Cl-:16].[c:2]1(-[n+:8]2[n:9][cH:10][c:11]([NH2:15])[cH:12][c:13]2[S:14][CH2:17][c:18]2[cH:19][cH:20][cH:21][cH:22][cH:23]2)[cH:3][cH:4][cH:5][cH:6][cH:7]1. Reactants: Cl.CNCC(=O)NC1=C(C(=O)C2=CC=CC=C2)C=C(C=C1)Cl (2-(methylamino-acetamido)-5-chlorobenzophenone hydrochloride), BrCC(=O)OCC (ethyl bromacetate), C([O-])([O-])=O.[K+].[K+] (potassium carbonate). Solvent: CC(=O)C (acetone). The product is Cl.C(=O)(OCC)CN(CC(=O)NC1=C(C(=O)C2=CC=CC=C2)C=C(C=C1)Cl)C (2-(4-carbethoxy-3-methyl-3-aza-butyramido)-5-chlorobenzophenone hydrochloride). Yield: 122.0%. Reaction SMILES: Cl.[CH3:2][NH:3][CH2:4][C:5]([NH:7][C:8]1[CH:21]=[CH:20][C:19]([Cl:22])=[CH:18][C:9]=1[C:10]([C:12]1[CH:17]=[CH:16][CH:15]=[CH:14][CH:13]=1)=[O:11])=[O:6].Br[CH2:24][C:25]([O:27][CH2:28][CH3:29])=[O:26].C(=O)([O-])[O-].[K+].[K+]>CC(C)=O>[ClH:22].[C:25]([CH2:24][N:3]([CH3:2])[CH2:4][C:5]([NH:7][C:8]1[CH:21]=[CH:20][C:19]([Cl:22])=[CH:18][C:9]=1[C:10]([C:12]1[CH:17]=[CH:16][CH:15]=[CH:14][CH:13]=1)=[O:11])=[O:6])([O:27][CH2:28][CH3:29])=[O:26] |f:0.1,3.4.5,7.8|. Procedure: 1.7 g of 2-(methylamino-acetamido)-5-chlorobenzophenone hydrochloride, 0.85 g of ethyl bromacetate and 0.7 g of anhydrous potassium carbonate were heated for 20 hours under a reflux in 100 mls. of anhydrous acetone whilst stirring. After cooling, the inorganic salt was filtered off under suction concentrated in vacuo, and the oily residue was dried in vacuo. The yield of oily crude base was 1.4 g. It was dissolved in 30 mls. of absolute dioxane, the solution was filtered and diluted with 30 mls.... Starting materials: Brc1ccc(Br)nc1, CN(C)C=O, Oc1ccc(F)cc1, [H-], [Na+], O. Yields the product Fc1ccc(Oc2ccc(Br)cn2)cc1. As a reaction SMILES: [Br:9][c:10]1[n:11][cH:12][c:13]([Br:16])[cH:14][cH:15]1.[CH3:17][N:18]([CH3:19])[CH:20]=[O:21].[F:1][c:2]1[cH:3][cH:4][c:5]([OH:8])[cH:6][cH:7]1.[H-:22].[Na+:23].[OH2:24]>>[F:1][c:2]1[cH:3][cH:4][c:5]([O:8][c:10]2[n:11][cH:12][c:13]([Br:16])[cH:14][cH:15]2)[cH:6][cH:7]1. Starting materials: O=C1Cc2cc(Br)ccc2C(=O)N1, CC(=O)OC(C)=O, CN(C)C=O, COC(OC)OC. Product: COC=C1C(=O)NC(=O)c2ccc(Br)cc21. RXN SMILES: [Br:1][c:2]1[cH:3][c:4]2[c:9]([cH:10][cH:11]1)[C:8](=[O:12])[NH:7][C:6](=[O:13])[CH2:5]2.[CH3:21][C:22]([O:23][C:24](=[O:25])[CH3:26])=[O:27].[CH3:28][N:29]([CH3:30])[CH:31]=[O:32].[CH:14]([O:15][CH3:16])([O:17][CH3:18])[O:19][CH3:20]>>[Br:1][c:2]1[cH:3][c:4]2[c:9]([cH:10][cH:11]1)[C:8](=[O:12])[NH:7][C:6](=[O:13])[C:5]2=[CH:14][O:15][CH3:16]. Starting materials: ClC1=NN=C(C2=CC=CC=C12)CC1=CC=NC=C1 (1-chloro-4-(4-pyridylmethyl)phthalazine), BrC1=CC=C(N)C=C1 (4-bromoaniline). Conditions: temperature 90 celsius. The product is BrC1=CC=C(NC2=NN=C(C3=CC=CC=C23)CC2=CC=NC=C2)C=C1 (1-(4-Bromoanilino)-4-(4-pyridylmethyl)phthalazine). RXN SMILES: Cl[C:2]1[C:11]2[C:6](=[CH:7][CH:8]=[CH:9][CH:10]=2)[C:5]([CH2:12][C:13]2[CH:18]=[CH:17][N:16]=[CH:15][CH:14]=2)=[N:4][N:3]=1.[Br:19][C:20]1[CH:26]=[CH:25][C:23]([NH2:24])=[CH:22][CH:21]=1>>[Br:19][C:20]1[CH:26]=[CH:25][C:23]([NH:24][C:2]2[C:11]3[C:6](=[CH:7][CH:8]=[CH:9][CH:10]=3)[C:5]([CH2:12][C:13]3[CH:18]=[CH:17][N:16]=[CH:15][CH:14]=3)=[N:4][N:3]=2)=[CH:22][CH:21]=1. Procedure details: A mixture of 0.384 g (1.5 mmol) 1-chloro-4-(4-pyridylmethyl)phthalazine and 0.774 g (4.5 mmol) 4-bromoaniline is heated under nitrogen atmosphere for 1.5 h at 90° C. The process is then carried out as in Example 21. Title compound is obtained after recrystallization from acetate/hexane and drying under HV (8 h at 100° C.); m.p. 201-202° C.; ESI-MS: (M+H)+=391 und 393. The reactants are Nc1ncccc1-c1ccc(OCc2ccccc2)c(F)c1, CCO, O=[Pt]=O. Yields the product Nc1ncccc1-c1ccc(O)c(F)c1. RXN SMILES: [CH2:1]([c:2]1[cH:3][cH:4][cH:5][cH:6][cH:7]1)[O:8][c:9]1[c:10]([F:22])[cH:11][c:12](-[c:15]2[c:16]([NH2:21])[n:17][cH:18][cH:19][cH:20]2)[cH:13][cH:14]1.[CH3:23][CH2:24][OH:25].[Pt:26](=[O:27])=[O:28]>>[OH:8][c:9]1[c:10]([F:22])[cH:11][c:12](-[c:15]2[c:16]([NH2:21])[n:17][cH:18][cH:19][cH:20]2)[cH:13][cH:14]1. Starting materials: CC1(C2=CCC=3[C@@H]4CC[C@H]([C@@H](CCCC(C)C)C)[C@]4(CCC3[C@]2(CCC1=O)C)C)C (4,4-Dimethylcholesta-5,8-diene-3-one). Run in O1CCCC1 (tetrahydrofuran). Conditions: time 1 hour. Yields the product CC1(C2=CCC=3[C@@H]4CC[C@H]([C@@H](CCCC(C)C)C)[C@]4(CCC3[C@]2(CC[C@@H]1O)C)C)C (4,4-dimethylcholesta-5,8-diene-3β-ol). The yield is 59.7%. As a reaction SMILES: [CH3:1][C:2]1([CH3:30])[C:26](=[O:27])[CH2:25][CH2:24][C@@:23]2([CH3:28])[C:3]1=[CH:4][CH2:5][C:6]1[C@H:7]3[C@:19]([CH3:29])([CH2:20][CH2:21][C:22]=12)[C@@H:10]([C@H:11]([CH3:18])[CH2:12][CH2:13][CH2:14][CH:15]([CH3:17])[CH3:16])[CH2:9][CH2:8]3>O1CCCC1>[CH3:30][C:2]1([CH3:1])[C@@H:26]([OH:27])[CH2:25][CH2:24][C@@:23]2([CH3:28])[C:3]1=[CH:4][CH2:5][C:6]1[C@H:7]3[C@:19]([CH3:29])([CH2:20][CH2:21][C:22]=12)[C@@H:10]([C@H:11]([CH3:18])[CH2:12][CH2:13][CH2:14][CH:15]([CH3:17])[CH3:16])[CH2:9][CH2:8]3. Procedure details: 4,4-Dimethylcholesta-5,8-diene-3-one (100 mg) is reduced with lithiumaluminumhydride (5 mg) in 2 ml tetrahydrofuran at room temperature. The solution is stirred for one hour. After aqueous work-up and column chromatography 4,4-dimethylcholesta-5,8-diene-3β-ol (60 mg) is isolated. Starting materials: C1CCOC1, COC(=O)C1CN(Cc2ccc(C#Cc3ccc(Cc4ccccc4)cn3)c(F)c2)C1, [Li+], [OH-], O, O. The product is O=C(O)C1CN(Cc2ccc(C#Cc3ccc(Cc4ccccc4)cn3)c(F)c2)C1. As a reaction SMILES: [CH2:35]1[O:36][CH2:37][CH2:38][CH2:39]1.[CH2:4]([c:5]1[cH:6][cH:7][cH:8][cH:9][cH:10]1)[c:11]1[cH:12][cH:13][c:14]([C:17]#[C:18][c:19]2[c:20]([F:34])[cH:21][c:22]([CH2:23][N:24]3[CH2:25][CH:26]([C:28](=[O:29])[O:30][CH3:31])[CH2:27]3)[cH:32][cH:33]2)[n:15][cH:16]1.[Li+:3].[OH-:2].[OH2:1].[OH2:40]>>[CH2:4]([c:5]1[cH:6][cH:7][cH:8][cH:9][cH:10]1)[c:11]1[cH:12][cH:13][c:14]([C:17]#[C:18][c:19]2[c:20]([F:34])[cH:21][c:22]([CH2:23][N:24]3[CH2:25][CH:26]([C:28](=[O:29])[OH:30])[CH2:27]3)[cH:32][cH:33]2)[n:15][cH:16]1. The reactants are C(C)(C)NC(C)C (diisopropylamine), C(CCC)[Li] (n-butyllithium), CI (Methyl iodide), C[Si](OC1=CC=C(C=C1)C(C(=O)O)C)(C(C)(C)C)C (2-(4-(Dimethyl tert-butylsilyloxy)phenyl)propionic acid). Solvent: CCCCCC (hexane), O1CCCC1 (tetrahydrofuran), O1CCCC1 (tetrahydrofuran). Run at temperature 50 celsius, time 30 minute. The product is C[Si](OC1=CC=C(C=C1)C(C(=O)O)(C)C)(C(C)(C)C)C (2-[4-(Dimethyl tert-butyl-silyoxy)phenyl]2 methylpropionic acid). Reaction SMILES: [CH:1](NC(C)C)(C)C.C([Li])CCC.[CH3:13][Si:14]([CH3:31])([C:27]([CH3:30])([CH3:29])[CH3:28])[O:15][C:16]1[CH:21]=[CH:20][C:19]([CH:22]([CH3:26])[C:23]([OH:25])=[O:24])=[CH:18][CH:17]=1.CI>CCCCCC.O1CCCC1>[CH3:31][Si:14]([CH3:13])([C:27]([CH3:30])([CH3:29])[CH3:28])[O:15][C:16]1[CH:17]=[CH:18][C:19]([C:22]([CH3:1])([CH3:26])[C:23]([OH:25])=[O:24])=[CH:20][CH:21]=1. Procedure details: Distilled diisopropylamine (1.98 g, 19.6 mmol) was added to dry tetrahydrofuran (10 ml) under anhydrous conditions. To the stirred solution at 0° C. was added 1.55 M n-butyllithium (12.6 ml, 19.6 mmol) in hexane dropwise. After 15 minutes a solution of the compound (1a) (2.2 g, 7.8 mmole) in tetrahydrofuran (10 ml) was added dropwise at 0° C. The reaction mixture was stirred for 1 hour at ambient temperature 30 minutes at 50° C. and then cooled to 0° C. Methyl iodide (2.78 g, 19.6 mmol) was adde... Run at time 10 hour. Starting materials: [BH4-].[Na+] (sodium borohydride), C(C)(C)(C)C1(C=CNO1)C(=O)OCC (ethyl 5-t-butyl-isoxazole-5-carboxylate), O1CCCC1 (tetrahydrofuran), O (water). The solvent is C(C)O (ethanol). As a reaction SMILES: [C:1]([C:5]1(C(OCC)=O)[O:9][NH:8][CH:7]=[CH:6]1)([CH3:4])([CH3:3])[CH3:2].[BH4-].[Na+].O.[O:18]1CCC[CH2:19]1>C(O)C>[C:1]([C:5]1[O:9][N:8]=[C:7]([CH2:19][OH:18])[CH:6]=1)([CH3:2])([CH3:3])[CH3:4] |f:1.2|. Product: C(C)(C)(C)C1=CC(=NO1)CO ((5-t-butyl-isoxazol-3-yl)methanol). Reported procedure: 1.83 g of ethyl 5-t-butyl-isoxazole-5-carboxylate was dissolved in 18 ml of tetrahydrofuran, and 0.70 g of sodium borohydride in 10 ml of ethanol was then added. The mixture was stirred at room temperature for 10 hours. After 5 ml of water was added, the reaction mixture was concentrated to 5 ml under reduced pressure. The concentrated solution was extracted with methyl-t-butyl ether. The organic layer was dried over anhydrous sodium sulfate and then concentrated under reduced pressure to obtain...